This data is from the Open Reaction Database (ORD), a public repository of structured organic reaction records. The task is: describe an organic reaction: reactants, conditions, products, and yield The reactants are O=C(c1ccc(Cl)cc1)c1ccccn1, [K+], [NH4+], O=[N+]([O-])[O-], [OH-], O, O=S(=O)(O)O. Yields the product O=C(c1ccc(Cl)c([N+](=O)[O-])c1)c1ccccn1. As a reaction SMILES: [Cl:6][c:7]1[cH:8][cH:9][c:10]([C:11](=[O:12])[c:13]2[n:14][cH:15][cH:16][cH:17][cH:18]2)[cH:19][cH:20]1.[K+:1].[NH4+:26].[O-:2][N+:3]([O-:4])=[O:5].[OH-:27].[OH2:28].[S:21](=[O:22])(=[O:23])([OH:24])[OH:25]>>[O-:2][N+:3](=[O:5])[c:8]1[c:7]([Cl:6])[cH:20][cH:19][c:10]([C:11](=[O:12])[c:13]2[n:14][cH:15][cH:16][cH:17][cH:18]2)[cH:9]1. Starting materials: CCOC(C)=O, O=C(Cl)c1ccnc(Cl)c1, N#CCN, [Na+], [OH-], O, O=S(=O)(O)O. Yields the product N#CCNC(=O)c1ccnc(Cl)c1. Reaction SMILES: [CH3:22][CH2:23][O:24][C:25](=[O:26])[CH3:27].[Cl:12][c:13]1[cH:14][c:15]([C:16](=[O:17])[Cl:18])[cH:19][cH:20][n:21]1.[NH2:8][CH2:9][C:10]#[N:11].[Na+:2].[OH-:1].[OH2:28].[S:3]([OH:4])([OH:5])(=[O:6])=[O:7]>>[NH:8]([CH2:9][C:10]#[N:11])[C:16]([c:15]1[cH:14][c:13]([Cl:12])[n:21][cH:20][cH:19]1)=[O:17]. The reactants are [BH4-].[Li+] (lithium borohydride), ice, BrC=1C=C(C(=O)O)C=C(C1)C(=O)OC (3-bromo-5-(methoxycarbonyl)benzoic acid), O=S1(NC2=C(C(C1)N)C=CC=C2)=O (2,2-Dioxo-1,2,3,4-tetrahydro-2λ6-benzo[c][1,2]thiazin-4-ylamine), Cl (hydrochloric acid). The solvent is O1CCCC1 (tetrahydrofuran), C(C)O (ethanol). Run at time 4 hour. Product: BrC=1C=C(C(=O)O)C=C(C1)CO (3-Bromo-5-(hydroxymethyl)benzoic acid). RXN SMILES: [Br:1][C:2]1[CH:3]=[C:4]([CH:8]=[C:9]([C:11]([O:13]C)=[O:12])[CH:10]=1)[C:5](O)=[O:6].O=S1(=O)CC(N)C2C=CC=CC=2N1.[BH4-].[Li+].Cl>O1CCCC1.C(O)C>[Br:1][C:2]1[CH:10]=[C:9]([CH:8]=[C:4]([CH2:5][OH:6])[CH:3]=1)[C:11]([OH:13])=[O:12] |f:2.3|. Reported procedure: To an ice-cold solution of 3-bromo-5-(methoxycarbonyl)benzoic acid prepared by the method in Preparation 2 (10.3 g, 40 mmol) in anhydrous tetrahydrofuran (100 mL) is added lithium borohydride (12 g, 550 mmol) portion-wise. The reaction is stirred 4 h at this temperature. Absolute ethanol (20 mL) is added dropwise, and the reaction is stirred 1.5 h. The reaction is slowly poured on ice, and 10% hydrochloric acid (aq) is added until gas evolution ceased. The aqueous layer is extracted with chlorof... The reactants are C1CCOC1, ClCCl, [H][H], Cc1cc(CC(OC(=O)N2CCC(n3nc(-c4ccccc4)[nH]c3=O)CC2)C(=O)O)cc(C)c1OCc1ccccc1. The product is Cc1cc(CC(OC(=O)N2CCC(n3nc(-c4ccccc4)[nH]c3=O)CC2)C(=O)O)cc(C)c1O. Reaction SMILES: [CH2:45]1[O:46][CH2:47][CH2:48][CH2:49]1.[Cl:50][CH2:51][Cl:52].[H:43][H:44].[O:1]=[c:2]1[nH:3][c:4](-[c:37]2[cH:38][cH:39][cH:40][cH:41][cH:42]2)[n:5][n:6]1[CH:7]1[CH2:8][CH2:9][N:10]([C:13](=[O:14])[O:15][CH:16]([CH2:17][c:18]2[cH:19][c:20]([CH3:33])[c:21]([O:25][CH2:26][c:27]3[cH:28][cH:29][cH:30][cH:31][cH:32]3)[c:22]([CH3:24])[cH:23]2)[C:34](=[O:35])[OH:36])[CH2:11][CH2:12]1>>[O:1]=[c:2]1[nH:3][c:4](-[c:37]2[cH:38][cH:39][cH:40][cH:41][cH:42]2)[n:5][n:6]1[CH:7]1[CH2:8][CH2:9][N:10]([C:13](=[O:14])[O:15][CH:16]([CH2:17][c:18]2[cH:19][c:20]([CH3:33])[c:21]([OH:25])[c:22]([CH3:24])[cH:23]2)[C:34](=[O:35])[OH:36])[CH2:11][CH2:12]1. Reactants: [BH3-]C#N, CC(=O)O, C1CCOC1, CO, CC1(C)OC(=C2C(=O)Nc3cc(F)ccc32)C=C1c1ccc(C=O)cc1, OCCOCCN1CCNCC1, [Na+], [Na+], O=C([O-])O, CN(C)C=O, O. Yields the product CC1(C)OC(=C2C(=O)Nc3cc(F)ccc32)C=C1c1ccc(CN2CCN(CCOCCO)CC2)cc1. Reaction SMILES: [C:39]([BH3-:40])#[N:41].[C:61]([OH:62])(=[O:63])[CH3:64].[CH2:43]1[O:44][CH2:45][CH2:46][CH2:47]1.[CH3:58][OH:59].[F:1][c:2]1[cH:3][cH:4][c:5]2[c:9]([cH:10]1)[NH:8][C:7](=[O:11])[C:6]2=[C:12]1[CH:13]=[C:14]([c:19]2[cH:20][cH:21][c:22]([CH:23]=[O:24])[cH:25][cH:26]2)[C:15]([CH3:17])([CH3:18])[O:16]1.[N:27]1([CH2:33][CH2:34][O:35][CH2:36][CH2:37][OH:38])[CH2:28][CH2:29][NH:30][CH2:31][CH2:32]1.[Na+:42].[Na+:52].[O-:48][C:49]([OH:50])=[O:51].[O:53]=[CH:54][N:55]([CH3:56])[CH3:57].[OH2:60]>>[F:1][c:2]1[cH:3][cH:4][c:5]2[c:9]([cH:10]1)[NH:8][C:7](=[O:11])[C:6]2=[C:12]1[CH:13]=[C:14]([c:19]2[cH:20][cH:21][c:22]([CH2:23][N:30]3[CH2:29][CH2:28][N:27]([CH2:33][CH2:34][O:35][CH2:36][CH2:37][OH:38])[CH2:32][CH2:31]3)[cH:25][cH:26]2)[C:15]([CH3:17])([CH3:18])[O:16]1. Reactants: [Si](C)(C)(C(C)(C)C)OCC[C@@H](C1=CC=CC=C1)NC=1OC(C(S(N1)(=O)=O)C1=CC=C(C=C1)OS(=O)(=O)C(F)(F)F)(C)C (trifluoromethanesulfonic acid 4-{2-[(S)-3-(tert-butyldimethylsilanyloxy)-1-phenylpropylamino]-6,6-dimethyl-4,4-dioxo-5,6-dihydro-4H-4lambda6-1,4,3-oxathiazin-5-yl}phenyl ester), C1(=CC=CC=C1)[Li] (phenyllithium), C1(=CC=CC=C1)[Li] (phenyllithium). The reagents and catalysts are C1=CC=C(C=C1)P([C-]2C=CC=C2)C3=CC=CC=C3.C1=CC=C(C=C1)P([C-]2C=CC=C2)C3=CC=CC=C3.Cl[Pd]Cl.[Fe+2] (dichloro[1,1′-bis(diphenylphosphino)ferrocene]palladium), catalyst, [Cl-].[Zn+2].[Cl-] (zinc chloride), [Cl-].[Zn+2].[Cl-] (zinc chloride). Run in C1CCOC1 (THF), C(CCC)OCCCC (dibutyl ether), C1CCOC1 (THF). Conditions: time 30 minute. Yields the product C1(=CC=C(C=C1)C1S(N=C(OC1(C)C)N[C@@H](CCO)C1=CC=CC=C1)(=O)=O)C1=CC=CC=C1 ((S)-3-(5-Biphenyl-4-yl-6,6-dimethyl-4,4-dioxo-5,6-dihydro-4H-4lambda6-1,4,3-oxathiazin-2-ylamino)-3-phenylpropan-1-ol). As a reaction SMILES: [C:1]1([Li])[CH:6]=[CH:5][CH:4]=[CH:3][CH:2]=1.[Si]([O:15][CH2:16][CH2:17][C@H:18]([NH:25][C:26]1[O:27][C:28]([CH3:49])([CH3:48])[CH:29]([C:34]2[CH:39]=[CH:38][C:37](OS(C(F)(F)F)(=O)=O)=[CH:36][CH:35]=2)[S:30](=[O:33])(=[O:32])[N:31]=1)[C:19]1[CH:24]=[CH:23][CH:22]=[CH:21][CH:20]=1)(C(C)(C)C)(C)C>C1COCC1.C(OCCCC)CCC.[Cl-].[Zn+2].[Cl-].C1C=CC(P(C2C=CC=CC=2)[C-]2C=CC=C2)=CC=1.C1C=CC(P(C2C=CC=CC=2)[C-]2C=CC=C2)=CC=1.Cl[Pd]Cl.[Fe+2]>[C:37]1([C:1]2[CH:6]=[CH:5][CH:4]=[CH:3][CH:2]=2)[CH:36]=[CH:35][C:34]([CH:29]2[C:28]([CH3:48])([CH3:49])[O:27][C:26]([NH:25][C@H:18]([C:19]3[CH:20]=[CH:21][CH:22]=[CH:23][CH:24]=3)[CH2:17][CH2:16][OH:15])=[N:31][S:30]2(=[O:32])=[O:33])=[CH:39][CH:38]=1 |f:4.5.6,7.8.9.10|. Procedure: Under inert gas, 1.38 ml of a 0.5 N zinc chloride solution in THF were cooled to −78° C., and 0.26 ml of a 1.8 N phenyllithium solution in dibutyl ether was added dropwise. The reaction solution was allowed to come to room temperature and stirred for 30 minutes. Then this solution was added to a solution of 60 mg of trifluoromethanesulfonic acid 4-{2-[(S)-3-(tert-butyldimethylsilanyloxy)-1-phenylpropylamino]-6,6-dimethyl-4,4-dioxo-5,6-dihydro-4H-4lambda6-1,4,3-oxathiazin-5-yl}phenyl ester and 8 ... As a reaction SMILES: [Br:1][C:2]1[CH:3]=[C:4](/[CH:15]=[CH:16]/C(N=[N+]=[N-])=O)[N:5]([CH2:7][O:8][CH2:9][CH2:10][Si:11]([CH3:14])([CH3:13])[CH3:12])[CH:6]=1.C([N:26]([CH2:31]CCC)CCCC)CCC.C1([O:41]C2C=CC=CC=2)C=CC=CC=1>>[Br:1][C:2]1[C:3]2[C:31](=[O:41])[NH:26][CH:16]=[CH:15][C:4]=2[N:5]([CH2:7][O:8][CH2:9][CH2:10][Si:11]([CH3:12])([CH3:13])[CH3:14])[CH:6]=1. Procedure details: A solution of (2E)-3-(4-bromo-1-((2-(trimethylsilyl)ethoxy)methyl)-1H-pyrrol-2-yl)acryloyl azide (3.39 g) and tributylamine (1.86 g) in diphenyl ether (33.9 mL) was stirred under nitrogen atmosphere at 90-105° C. for 15 min, and then at 155-160° C. for 2 hr. The reaction mixture was allowed to be cooled to room temperature, and the residue was purified by silica gel column chromatography (ethyl acetate/hexane) to give the title compound (2.01 g). Starting materials: BrC=1C=C(N(C1)COCC[Si](C)(C)C)/C=C/C(=O)N=[N+]=[N-] ((2E)-3-(4-bromo-1-((2-(trimethylsilyl)ethoxy)methyl)-1H-pyrrol-2-yl)acryloyl azide), C(CCC)N(CCCC)CCCC (tributylamine), C1(=CC=CC=C1)OC1=CC=CC=C1 (diphenyl ether). Yields the product BrC1=CN(C2=C1C(NC=C2)=O)COCC[Si](C)(C)C (3-bromo-1-((2-(trimethylsilyl)ethoxy)methyl)-1,5-dihydro-4H-pyrrolo[3,2-c]pyridin-4-one). Reaction conditions: time 2 hour. Starting materials: Cc1cc(C)c2ccc(=O)[nH]c2n1, CN(C)C=O, O=C1c2ccccc2C(=O)N1CCCl, [H-], [Na+]. Yields the product Cc1cc(C)c2ccc(=O)n(CCN3C(=O)c4ccccc4C3=O)c2n1. As a reaction SMILES: [CH3:1][c:2]1[c:3]2[cH:4][cH:5][c:6](=[O:13])[nH:7][c:8]2[n:9][c:10]([CH3:12])[cH:11]1.[CH3:30][N:31]([CH3:32])[CH:33]=[O:34].[Cl:16][CH2:17][CH2:18][N:19]1[C:20](=[O:29])[c:21]2[c:22]([cH:25][cH:26][cH:27][cH:28]2)[C:23]1=[O:24].[H-:14].[Na+:15]>>[CH3:1][c:2]1[c:3]2[cH:4][cH:5][c:6](=[O:13])[n:7]([CH2:17][CH2:18][N:19]3[C:20](=[O:29])[c:21]4[c:22]([cH:25][cH:26][cH:27][cH:28]4)[C:23]3=[O:24])[c:8]2[n:9][c:10]([CH3:12])[cH:11]1.